Dataset: the Open Reaction Database (ORD), a public repository of structured organic reaction records. Task: describe an organic reaction: reactants, conditions, products, and yield The reactants are O (water), C(=O)[O-].[NH4+] (ammonium formate), FC=1C(=C(C=CC1F)C(=O)N1CC(C1)(O)C(C(C)C)[N+](=O)[O-])NC1=C(C=C(C=C1)I)F (1-({3,4-Difluoro-2-[(2-fluoro-4-iodophenyl)amino]phenyl}carbonyl)-3-(2-methyl-1-nitropropyl)azetidin-3-ol), C1CCOC1 (THF), C(=O)[O-].[NH4+] (ammonium formate). The reagents and catalysts are [Fe] (iron), [Fe] (iron). Run in C(C)(=O)OCC (ethyl acetate). Product: NC(C(C)C)C1(CN(C1)C(=O)C1=C(C(=C(C=C1)F)F)NC1=C(C=C(C=C1)I)F)O (3-(1-amino-2-methylpropyl)-1-({3,4-difluoro-2-[(2-fluoro-4-iodophenyl)amino]phenyl}carbonyl)azetidin-3-ol). The yield is 20.7%. Reaction SMILES: [F:1][C:2]1[C:3]([NH:23][C:24]2[CH:29]=[CH:28][C:27]([I:30])=[CH:26][C:25]=2[F:31])=[C:4]([C:9]([N:11]2[CH2:14][C:13]([CH:16]([N+:20]([O-])=O)[CH:17]([CH3:19])[CH3:18])([OH:15])[CH2:12]2)=[O:10])[CH:5]=[CH:6][C:7]=1[F:8].C1COCC1.O.C([O-])=O.[NH4+]>C(OCC)(=O)C.[Fe]>[NH2:20][CH:16]([C:13]1([OH:15])[CH2:12][N:11]([C:9]([C:4]2[CH:5]=[CH:6][C:7]([F:8])=[C:2]([F:1])[C:3]=2[NH:23][C:24]2[CH:29]=[CH:28][C:27]([I:30])=[CH:26][C:25]=2[F:31])=[O:10])[CH2:14]1)[CH:17]([CH3:18])[CH3:19] |f:3.4|. Procedure: 1-({3,4-Difluoro-2-[(2-fluoro-4-iodophenyl)amino]phenyl}carbonyl)-3-(2-methyl-1-nitropropyl)azetidin-3-ol (189 mg, 0.34 mmol) was taken into 4:1 THF:water (5 mL) followed by addition of iron powder (192 mg, 3.4 mmol) and ammonium formate (429 mg, 6.8 mmol) and the mixture was heated to reflux. After four hours additional aliquots of iron powder (192 mg, 3.4 mmol) and ammonium formate (429 mg, 6.8 mmol) were added and the mixture was allowed to reflux an additional 12 hours. The mixture was coole... The reagents and catalysts are [Pd] (palladium-on-carbon). Yields the product C1(=CC=C(C=C1)S(=O)(=O)O)C.CC1(S[C@H]2N(C1C(=O)O)C(C2NC=2NC=C(N2)C)=O)C (2,2-dimethyl-6-(4-methylimidazol-2-yl)aminopenam-3-carboxylic acid toluene-p-sulphonate). Run at time 3.5 hour. Reactants: C1(=CC=C(C=C1)S(=O)(=O)O)C.CC1(S[C@H]2N(C1C(=O)OCC1=CC=C(C=C1)[N+](=O)[O-])C(C2NC=2NC=C(N2)C)=O)C (p-nitrobenzyl 2,2-dimethyl-6-(4-methylimidazol-2-yl)aminopenam-3-carboxylate toluene-p-sulphonate). RXN SMILES: [C:1]1([CH3:11])[CH:6]=[CH:5][C:4]([S:7]([OH:10])(=[O:9])=[O:8])=[CH:3][CH:2]=1.[CH3:12][C:13]1([CH3:41])[CH:17]([C:18]([O:20]CC2C=CC([N+]([O-])=O)=CC=2)=[O:19])[N:16]2[C:31](=[O:40])[CH:32]([NH:33][C:34]3[NH:35][CH:36]=[C:37]([CH3:39])[N:38]=3)[C@H:15]2[S:14]1>C(O)C.C(Cl)Cl.[Pd]>[C:1]1([CH3:11])[CH:2]=[CH:3][C:4]([S:7]([OH:10])(=[O:8])=[O:9])=[CH:5][CH:6]=1.[CH3:12][C:13]1([CH3:41])[CH:17]([C:18]([OH:20])=[O:19])[N:16]2[C:31](=[O:40])[CH:32]([NH:33][C:34]3[NH:35][CH:36]=[C:37]([CH3:39])[N:38]=3)[C@H:15]2[S:14]1 |f:0.1,5.6|. Procedure: A mixture of p-nitrobenzyl 2,2-dimethyl-6-(4-methylimidazol-2-yl)aminopenam-3-carboxylate toluene-p-sulphonate (200 mg.) and 10% w/w palladium-on-carbon in ethanol (12 ml.) and methylene chloride (3 ml.) was shaken under hydrogen at atmospheric pressure for 3.5 hours. The mixture was filtered, the filtrate evaporated to dryness and the residual gum triturated with ether to give 2,2-dimethyl-6-(4-methylimidazol-2-yl)aminopenam-3-carboxylic acid toluene-p-sulphonate as a yellow powder (118 mg.) ha... Run in C(C)O (ethanol), C(Cl)Cl (methylene chloride). Reactants: ClC=1C=C(N)C=C(C1)Cl (3,5-dichloroaniline), CC1(OC(=O)CC(=O)O1)C (Meldrum's acid). The product is O=C1C=CNC2=CC(=CC(=C12)Cl)Cl (4-oxo-5,7-dichloro-1,4-dihydroquinoline). Reaction SMILES: [Cl:1][C:2]1[CH:3]=[C:4]([CH:6]=[C:7]([Cl:9])[CH:8]=1)[NH2:5].CC1(C)O[C:16](=O)[CH2:15][C:13](=O)[O:12]1>>[O:12]=[C:13]1[C:3]2[C:4](=[CH:6][C:7]([Cl:9])=[CH:8][C:2]=2[Cl:1])[NH:5][CH:16]=[CH:15]1. Procedure: Kokai Pat. No. Hei 1(1989)-246263 describes a method for producing 5,7-dichloro-4-(2-fluorophenoxy)-quinoline whereby a mixture of 3,5-dichloroaniline and Meldrum's acid is heated to give 4-oxo-5,7-dichloro-1,4-dihydroquinoline, which is reacted with phosphorus oxychloride to give 4,5,7-trichloroquinoline, which is then reacted with 2-fluorophenol to give the final compound. The reactants are NC1(CCC1)C1=CC=C(C=C1)C1=NC=2CCCC(C2C=C1C1=CC=CC=C1)=O (2-(4-(1-aminocyclobutyl)phenyl)-3-phenyl-7,8-dihydroquinolin-5(6H)-one), C(C)(C)(C)OC(NC1(CCC1)C1=CC=C(C=C1)C1=NC=2CCNC(C2C=C1C1=CC=CC=C1)=O)=O (tert-butyl(1-(4-(5-oxo-3-phenyl-5,6,7,8-tetrahydro-1,6-naphthyridin-2-yl)phenyl)cyclobutyl)carbamate). Yields the product NC1(CCC1)C1=CC=C(C=C1)C1=NC=2CCNC(C2C=C1C1=CC=CC=C1)=O (2-(4-(1-aminocyclobutyl)phenyl)-3-phenyl-7,8-dihydro-1,6-naphthyridin-5(6H)-one). Isolated yield 90.2%. RXN SMILES: NC1(C2C=CC(C3C(C4C=CC=CC=4)=CC4C(=O)CCCC=4N=3)=CC=2)CCC1.C(OC(=O)[NH:35][C:36]1([C:40]2[CH:45]=[CH:44][C:43]([C:46]3[C:55]([C:56]4[CH:61]=[CH:60][CH:59]=[CH:58][CH:57]=4)=[CH:54][C:53]4[C:52](=[O:62])[NH:51][CH2:50][CH2:49][C:48]=4[N:47]=3)=[CH:42][CH:41]=2)[CH2:39][CH2:38][CH2:37]1)(C)(C)C>>[NH2:35][C:36]1([C:40]2[CH:41]=[CH:42][C:43]([C:46]3[C:55]([C:56]4[CH:61]=[CH:60][CH:59]=[CH:58][CH:57]=4)=[CH:54][C:53]4[C:52](=[O:62])[NH:51][CH2:50][CH2:49][C:48]=4[N:47]=3)=[CH:44][CH:45]=2)[CH2:39][CH2:38][CH2:37]1. Procedure details: Following the procedure for 2-(4-(1-aminocyclobutyl)phenyl)-3-phenyl-7,8-dihydroquinolin-5(6H)-one, tert-butyl(1-(4-(5-oxo-3-phenyl-5,6,7,8-tetrahydro-1,6-naphthyridin-2-yl)phenyl)cyclobutyl)carbamate (10 mg, 0.021 mmol) was reacted to afford the title compound (7 mg, 69%). LCMS (Method A): RT=3.62 min, M+H+=370. 1H NMR (500 MHz, MeOD) 8.30 (1H, s), 7.51 (2H, d), 7.45 (2H, d), 7.31 (3H, m), 7.22 (2H, m), 3.70 (2H, t), 3.27(2H, t), 2.85-2.70 (2H, m), 2.65-2.50 (2H, m), 2.30-2.20 (1H, m), 2.05-1.9... Starting materials: ClCCCOc1n[nH]c2ncnc(Nc3ccc(OCc4ccccn4)c(Cl)c3)c12, OCC1CCCN1. Reaction SMILES: [Cl:1][CH2:2][CH2:3][CH2:4][O:5][c:6]1[n:7][nH:8][c:9]2[n:10][cH:11][n:12][c:13]([NH:15][c:16]3[cH:17][c:18]([Cl:30])[c:19]([O:22][CH2:23][c:24]4[n:25][cH:26][cH:27][cH:28][cH:29]4)[cH:20][cH:21]3)[c:14]12.[NH:31]1[CH:32]([CH2:36][OH:37])[CH2:33][CH2:34][CH2:35]1>>[CH2:2]([CH2:3][CH2:4][O:5][c:6]1[n:7][nH:8][c:9]2[n:10][cH:11][n:12][c:13]([NH:15][c:16]3[cH:17][c:18]([Cl:30])[c:19]([O:22][CH2:23][c:24]4[n:25][cH:26][cH:27][cH:28][cH:29]4)[cH:20][cH:21]3)[c:14]12)[N:31]1[CH:32]([CH2:36][OH:37])[CH2:33][CH2:34][CH2:35]1. The product is OCC1CCCN1CCCOc1n[nH]c2ncnc(Nc3ccc(OCc4ccccn4)c(Cl)c3)c12. Reactants: CCN1CCN(c2nc(-c3ccc(O)cc3)cc3ccccc23)CC1, COCCBr, CN(C)C=O, [H-], [H][H], [Na+]. As a reaction SMILES: [CH2:1]([CH3:2])[N:3]1[CH2:4][CH2:5][N:6]([c:9]2[n:10][c:11](-[c:19]3[cH:20][cH:21][c:22]([OH:25])[cH:23][cH:24]3)[cH:12][c:13]3[cH:14][cH:15][cH:16][cH:17][c:18]23)[CH2:7][CH2:8]1.[CH3:30][O:31][CH2:32][CH2:33][Br:34].[CH3:35][N:36]([CH3:37])[CH:38]=[O:39].[H-:26].[H:28][H:29].[Na+:27]>>[CH2:1]([CH3:2])[N:3]1[CH2:4][CH2:5][N:6]([c:9]2[n:10][c:11](-[c:19]3[cH:20][cH:21][c:22]([O:25][CH2:33][CH2:32][O:31][CH3:30])[cH:23][cH:24]3)[cH:12][c:13]3[cH:14][cH:15][cH:16][cH:17][c:18]23)[CH2:7][CH2:8]1. Product: CCN1CCN(c2nc(-c3ccc(OCCOC)cc3)cc3ccccc23)CC1.